From a dataset of the Open Reaction Database (ORD), a public repository of structured organic reaction records. describe an organic reaction: reactants, conditions, products, and yield Yield: 56.5%. The product is C(C=C)(=O)OCCOS(=O)(=O)C1=CC=CC2=C(C=CC=C12)N(C)C (2-(5-dimethylamino-naphthalene-1-sulfonyloxy)-ethyl acrylate). Solvent: C(Cl)Cl (CH2Cl2). RXN SMILES: [C:1]([O:5][CH2:6][CH2:7][OH:8])(=[O:4])[CH:2]=[CH2:3].C(N(C(C)C)CC)(C)C.[S:18](Cl)([C:21]1[C:33]2[CH:32]=[CH:31][CH:30]=[C:26]([N:27]([CH3:29])[CH3:28])[C:25]=2[CH:24]=[CH:23][CH:22]=1)(=[O:20])=[O:19]>C(Cl)Cl>[C:1]([O:5][CH2:6][CH2:7][O:8][S:18]([C:21]1[C:33]2[C:25](=[C:26]([N:27]([CH3:29])[CH3:28])[CH:30]=[CH:31][CH:32]=2)[CH:24]=[CH:23][CH:22]=1)(=[O:20])=[O:19])(=[O:4])[CH:2]=[CH2:3]. Reported procedure: To a solution of 2-hydroxyethyl acrylate (25.8 mg, 0.2 mmol) in 2 ml of freshly distilled CH2Cl2 was added diisopropylethylamine (DIPEA, 0.35 ml, 0.2 mmol) dropwise at 0° C. Dansyl chloride (50.0 mg, 0.19 mmol) was then added dropwise, and the resultant mixture was stirred at room temperature until TLC indicated the disappearance of starting material. The reaction was quenched with a 5% solution of NH4Cl and extracted (3×20 ml) with CH2Cl2. The combined organic layers were dried over anhydrous M... Reactants: C(C=C)(=O)OCCO (2-hydroxyethyl acrylate), C(C)(C)N(CC)C(C)C (diisopropylethylamine), resultant mixture, S(=O)(=O)(C1=CC=CC=2C(N(C)C)=CC=CC12)Cl (Dansyl chloride).